Dataset: the Open Reaction Database (ORD), a public repository of structured organic reaction records. Task: describe an organic reaction: reactants, conditions, products, and yield Starting materials: CNC (dimethylamine), C(CCl)Cl (EDC), C=1C=CC2=C(C1)N=NN2O (HOBT), C(N)(=O)C1=CC=C(C=2C3=CC=C(C=C3NC12)C(C)(C)O)C=1C(=C(C=CC1)N1CC(CC1=O)C(=O)O)C (1-(3-(1-carbamoyl-7-(2-hydroxypropan-2-yl)-9H-carbazol-4-yl)-2-methylphenyl)-5-oxopyrrolidine-3-carboxylic acid), C(N)(=O)C1=CC=C(C=2C3=CC=C(C=C3NC12)C(C)(C)O)C=1C(=C(C=CC1)N1CC(CC1=O)C(=O)O)C (1-(3-(1-carbamoyl-7-(2-hydroxypropan-2-yl)-9H-carbazol-4-yl)-2-methylphenyl)-5-oxopyrrolidine-3-carboxylic acid), CNC (dimethylamine), C(CCl)Cl (EDC), C=1C=CC2=C(C1)N=NN2O (HOBT). Run in CN(C)C=O (DMF), C(Cl)Cl (DCM), C1CCOC1 (THF). Run at time 8 hour. The product is OC(C)(C)C1=CC=C2C=3C=CC=C(C3NC2=C1)C(=O)N (7-(2-hydroxypropan-2-yl)-9H-carbazole-1-carboxamide). Isolated yield 29.5%. Reaction SMILES: [C:1]([C:4]1[C:16]2[NH:15][C:14]3[C:9](=[CH:10][CH:11]=[C:12]([C:17]([OH:20])([CH3:19])[CH3:18])[CH:13]=3)[C:8]=2[C:7](C2C(C)=C(N3C(=O)CC(C(O)=O)C3)C=CC=2)=[CH:6][CH:5]=1)(=[O:3])[NH2:2].CNC.C(Cl)CCl.C1C=CC2N(O)N=NC=2C=1>C1COCC1.C(Cl)Cl.CN(C=O)C>[OH:20][C:17]([C:12]1[CH:13]=[C:14]2[C:9]([C:8]3[CH:7]=[CH:6][CH:5]=[C:4]([C:1]([NH2:2])=[O:3])[C:16]=3[NH:15]2)=[CH:10][CH:11]=1)([CH3:18])[CH3:19]. Procedure: A solution of 1-(3-(1-carbamoyl-7-(2-hydroxypropan-2-yl)-9H-carbazol-4-yl)-2-methylphenyl)-5-oxopyrrolidine-3-carboxylic acid (Intermediate 81-27, 49 mg, 0.101 mmol), dimethylamine (2 M in THF, 0.252 mL, 0.505 mmol), EDC (38.7 mg, 0.202 mmol) and HOBT (30.9 mg, 0.202 mmol) in THF (2 mL) was stirred at rt overnight. Additional dimethylamine (2 M in THF, 0.252 mL, 0.505 mmol), EDC (38.7 mg, 0.202 mmol) and HOBT (30.9 mg, 0.202 mmol) were added along with DMF (0.5 mL) and the mixture was again stir... Starting materials: IC1=C(C=CC=C1)C (ortho-iodotoluene), CC1(OB(OC1(C)C)C=1C=CC=C2C=C(NC12)C(=O)OCC)C (ethyl 7-(4,4,5,5-tetramethyl-1,3,2-dioxaborolan-2-yl)-1H-indole-2-carboxylate), F[B-](F)(F)F.C(C)(C)(C)[PH+](C(C)(C)C)C(C)(C)C (tri-(t-butyl)phosphonium tetrafluoroborate), [F-].[Cs+] (cesium fluoride). The reagents and catalysts are C=1C=CC(=CC1)/C=C/C(=O)/C=C/C2=CC=CC=C2.C=1C=CC(=CC1)/C=C/C(=O)/C=C/C2=CC=CC=C2.C=1C=CC(=CC1)/C=C/C(=O)/C=C/C2=CC=CC=C2.[Pd].[Pd] (tris(dibenzylideneacetone)dipalladium(0)). Solvent: O1CCOCC1 (dioxane), CO (methanol). Run at time 2 hour. The product is C1(=C(C=CC=C1)C=1C=CC=C2C=C(NC12)C(=O)OCC)C (ethyl 7-o-tolyl-1H-indole-2-carboxylate). As a reaction SMILES: CC1(C)C(C)(C)OB([C:9]2[CH:10]=[CH:11][CH:12]=[C:13]3[C:17]=2[NH:16][C:15]([C:18]([O:20][CH2:21][CH3:22])=[O:19])=[CH:14]3)O1.F[B-](F)(F)F.C([PH+](C(C)(C)C)C(C)(C)C)(C)(C)C.[F-].[Cs+].I[C:45]1[CH:50]=[CH:49][CH:48]=[CH:47][C:46]=1[CH3:51]>C1C=CC(/C=C/C(/C=C/C2C=CC=CC=2)=O)=CC=1.C1C=CC(/C=C/C(/C=C/C2C=CC=CC=2)=O)=CC=1.C1C=CC(/C=C/C(/C=C/C2C=CC=CC=2)=O)=CC=1.[Pd].[Pd].CO.O1CCOCC1>[C:46]1([CH3:51])[CH:47]=[CH:48][CH:49]=[CH:50][C:45]=1[C:9]1[CH:10]=[CH:11][CH:12]=[C:13]2[C:17]=1[NH:16][C:15]([C:18]([O:20][CH2:21][CH3:22])=[O:19])=[CH:14]2 |f:1.2,3.4,6.7.8.9.10|. Procedure details: To a mixture of ethyl 7-(4,4,5,5-tetramethyl-1,3,2-dioxaborolan-2-yl)-1H-indole-2-carboxylate (Paul et al. J. Am. Chem. Soc. 2006, 128, 15552-15553) (1.6 g), tri-(t-butyl)phosphonium tetrafluoroborate (0.074 g), tris(dibenzylideneacetone)dipalladium(0) (0.116 g) and cesium fluoride (2.313 g) was added ortho-iodotoluene (0.781 ml), then dioxane (200 ml) and methanol (20 ml). The reaction mixture was immediately purged with nitrogen and stirred at room temperature for 2 hours. Additional amounts o... Starting materials: C1COCCO1, COc1ccc(B(O)O)cc1, [Cl-], CC1CN(c2nnc(Cl)c3ccccc23)CCN1C(=O)OC(C)(C)C, [Cs+], [F-]. Product: COc1ccc(-c2nnc(N3CCN(C(=O)OC(C)(C)C)C(C)C3)c3ccccc23)cc1. Reaction SMILES: [CH2:40]1[O:41][CH2:42][CH2:43][O:44][CH2:45]1.[CH3:26][O:27][c:28]1[cH:29][cH:30][c:31]([B:34]([OH:35])[OH:36])[cH:32][cH:33]1.[Cl-:39].[Cl:1][c:2]1[n:3][n:4][c:5]([N:12]2[CH2:13][CH:14]([CH3:25])[N:15]([C:18](=[O:19])[O:20][C:21]([CH3:22])([CH3:23])[CH3:24])[CH2:16][CH2:17]2)[c:6]2[cH:7][cH:8][cH:9][cH:10][c:11]12.[Cs+:38].[F-:37]>>[c:2]1(-[c:31]2[cH:30][cH:29][c:28]([O:27][CH3:26])[cH:33][cH:32]2)[n:3][n:4][c:5]([N:12]2[CH2:13][CH:14]([CH3:25])[N:15]([C:18](=[O:19])[O:20][C:21]([CH3:22])([CH3:23])[CH3:24])[CH2:16][CH2:17]2)[c:6]2[cH:7][cH:8][cH:9][cH:10][c:11]12.